Task: describe an organic reaction: reactants, conditions, products, and yield. Dataset: the Open Reaction Database (ORD), a public repository of structured organic reaction records The reactants are C(C)(C)(C)OC(=O)N1CC(C1)(N1C=C(C2=CC=3OCC4=NNC([C@H](N4C3C=C21)C)=O)C=C)C (3-methyl-3-((R)-1-methyl-2-oxo-8-vinyl-1,2,3,5-tetrahydro-6-oxa-3,4,10,11 b-tetraaza-cyclopenta[b]phenanthren-10-yl)-azetidine-1-carboxylic acid tert-butyl ester). Reagents/catalysts: [Pd] (Pd/C). Solvent: CO (methanol). Reaction conditions: temperature 20 celsius, time 2.5 hour. Yields the product C(C)(C)(C)OC(=O)N1CC(C1)(C)N1C=C(C2=CC=3OCC4=NNC([C@H](N4C3C=C21)C)=O)CC (3-((R)-8-ethyl-1-methyl-2-oxo-1,2,3,5-tetrahydro-6-oxa-3,4,10,11b-tetraaza-cyclopenta[b]phenanthren-10-yl)-3-methyl-azetidine-1-carboxylic acid tert-butyl ester). The yield is 49.8%. Reaction SMILES: [C:1]([O:5][C:6]([N:8]1[CH2:11][C:10]([CH3:33])([N:12]2[C:28]3[C:15](=[CH:16][C:17]4[O:18][CH2:19][C:20]5[N:25]([C:26]=4[CH:27]=3)[C@H:24]([CH3:29])[C:23](=[O:30])[NH:22][N:21]=5)[C:14]([CH:31]=[CH2:32])=[CH:13]2)[CH2:9]1)=[O:7])([CH3:4])([CH3:3])[CH3:2]>CO.[Pd]>[C:1]([O:5][C:6]([N:8]1[CH2:11][C:10]([N:12]2[C:28]3[C:15](=[CH:16][C:17]4[O:18][CH2:19][C:20]5[N:25]([C:26]=4[CH:27]=3)[C@H:24]([CH3:29])[C:23](=[O:30])[NH:22][N:21]=5)[C:14]([CH2:31][CH3:32])=[CH:13]2)([CH3:33])[CH2:9]1)=[O:7])([CH3:4])([CH3:2])[CH3:3]. Reported procedure: A mixture of 3-methyl-3-((R)-1-methyl-2-oxo-8-vinyl-1,2,3,5-tetrahydro-6-oxa-3,4,10,11 b-tetraaza-cyclopenta[b]phenanthren-10-yl)-azetidine-1-carboxylic acid tert-butyl ester (0.08 g, 0.177 mmol) and 10% Pd/C (0.002 g, 0.018 mmol) in methanol (2 mL) was stirred under an atmosphere of H2 at 20° C. for 2.5 h. The mixture was filtered and the filtrate was evaporated in vacuo. The residue was purified by prep-HPLC (Table 3, Method 32) to give 3-((R)-8-ethyl-1-methyl-2-oxo-1,2,3,5-tetrahydro-6-oxa-3,... Reactants: Cln1nnc2ccccc21, ClCCl, c1cc(-c2ccnc3ccnn23)ccn1. Product: Clc1cnn2c(-c3ccncc3)ccnc12. As a reaction SMILES: [Cl:16][n:17]1[c:18]2[cH:19][cH:20][cH:21][cH:22][c:23]2[n:24][n:25]1.[Cl:26][CH2:27][Cl:28].[n:1]1[cH:2][cH:3][c:4](-[c:7]2[cH:8][cH:9][n:10][c:11]3[n:12]2[n:13][cH:14][cH:15]3)[cH:5][cH:6]1>>[n:1]1[cH:2][cH:3][c:4](-[c:7]2[cH:8][cH:9][n:10][c:11]3[n:12]2[n:13][cH:14][c:15]3[Cl:16])[cH:5][cH:6]1. Reaction SMILES: [Br:1][CH2:2][CH2:3][CH2:4][CH2:5][CH2:6][CH2:7][OH:8].[P:9](Cl)([Cl:12])([Cl:11])=[O:10]>ClCCl>[Br:1][CH2:2][CH2:3][CH2:4][CH2:5][CH2:6][CH2:7][O:8][P:9]([Cl:12])([Cl:11])=[O:10]. Reaction conditions: time 16 hour. Procedure details: 6-Bromohexan-1-ol was added dropwise to phosphorusoxy chloride (equimolar) in dichloromethane over 30 minutes under nitrogen. The mixture was stirred at room temperature under nitrogen for 16 hours. The mixture was evaporated, dried under vacuum, then distilled under vacuum, to give the pure 6-bromohexyldichlorophosphate compound. Triethylamine and dichlorophosphate (equimolar) were added dropwise over 2 minutes under nitrogen to 1,3-dihexadecyloxy-2-(hydroxymethyl)-2-methyl propane (0.3×molar a... Product: BrCCCCCCOP(=O)(Cl)Cl (6-bromohexyldichlorophosphate). Reactants: BrCCCCCCO (6-Bromohexan-1-ol), P(=O)(Cl)(Cl)Cl (phosphorusoxy chloride). The solvent is ClCCl (dichloromethane).